Dataset: the Open Reaction Database (ORD), a public repository of structured organic reaction records. Task: describe an organic reaction: reactants, conditions, products, and yield As a reaction SMILES: [C:16]([CH3:17])([CH3:18])([CH3:19])[O:20][C:21]([NH:22][CH2:23][CH:24]1[O:25][CH2:26]1)=[O:27].[CH3:37][C:38]#[N:39].[CH3:40][CH2:41][O:42][C:43](=[O:44])[CH3:45].[F:28][C:29]([F:30])([F:31])[S:32]([O-:33])(=[O:34])=[O:35].[Li+:36].[NH2:1][c:2]1[cH:3][c:4]2[c:8]([c:9]([F:11])[cH:10]1)[N:7]([CH2:12][CH2:13][CH3:14])[C:6](=[O:15])[CH2:5]2>>[NH:1]([c:2]1[cH:3][c:4]2[c:8]([c:9]([F:11])[cH:10]1)[N:7]([CH2:12][CH2:13][CH3:14])[C:6](=[O:15])[CH2:5]2)[CH2:26][CH:24]([CH2:23][NH:22][C:21]([O:20][C:16]([CH3:17])([CH3:18])[CH3:19])=[O:27])[OH:25]. Starting materials: CC(C)(C)OC(=O)NCC1CO1, CC#N, CCOC(C)=O, O=S(=O)([O-])C(F)(F)F, [Li+], CCCN1C(=O)Cc2cc(N)cc(F)c21. The product is CCCN1C(=O)Cc2cc(NCC(O)CNC(=O)OC(C)(C)C)cc(F)c21. Reactants: [Br-], O=c1c(Br)cc(-c2ccccn2)cn1-c1ccccc1, [Zn+]C12CC3CC(CC(C3)C1)C2, [Cu]I, N, C1CCOC1. Yields the product O=c1c(C23CC4CC(CC(C4)C2)C3)cc(-c2ccccn2)cn1-c1ccccc1. Reaction SMILES: [Br-:21].[Br:1][c:2]1[c:3](=[O:20])[n:4](-[c:14]2[cH:15][cH:16][cH:17][cH:18][cH:19]2)[cH:5][c:6](-[c:8]2[n:9][cH:10][cH:11][cH:12][cH:13]2)[cH:7]1.[C:22]12([Zn+:32])[CH2:23][CH:24]3[CH2:25][CH:26]([CH2:27][CH:28]([CH2:29]1)[CH2:30]3)[CH2:31]2.[Cu:39][I:40].[NH3:33].[O:34]1[CH2:35][CH2:36][CH2:37][CH2:38]1>>[c:2]1([C:22]23[CH2:23][CH:24]4[CH2:25][CH:26]([CH2:27][CH:28]([CH2:29]2)[CH2:30]4)[CH2:31]3)[c:3](=[O:20])[n:4](-[c:14]2[cH:15][cH:16][cH:17][cH:18][cH:19]2)[cH:5][c:6](-[c:8]2[n:9][cH:10][cH:11][cH:12][cH:13]2)[cH:7]1. Product: O=C(O)CC(NC(=O)c1cc(O)c2cccc(O)c2n1)C(=O)NCCc1ccc(O)c(O)c1. RXN SMILES: [CH:38]([SiH:39]([CH:40]([CH3:41])[CH3:42])[CH:43]([CH3:44])[CH3:45])([CH3:46])[CH3:47].[OH:1][c:2]1[cH:3][c:4]([C:13](=[O:14])[NH:15][CH:16]([CH2:17][C:18]([O:19][C:20]([CH3:21])([CH3:22])[CH3:23])=[O:24])[C:25](=[O:26])[NH:27][CH2:28][CH2:29][c:30]2[cH:31][c:32]([OH:33])[c:34]([OH:35])[cH:36][cH:37]2)[n:5][c:6]2[c:7]([OH:12])[cH:8][cH:9][cH:10][c:11]12>>[OH:1][c:2]1[cH:3][c:4]([C:13](=[O:14])[NH:15][CH:16]([CH2:17][C:18](=[O:19])[OH:24])[C:25](=[O:26])[NH:27][CH2:28][CH2:29][c:30]2[cH:31][c:32]([OH:33])[c:34]([OH:35])[cH:36][cH:37]2)[n:5][c:6]2[c:7]([OH:12])[cH:8][cH:9][cH:10][c:11]12. The reactants are CC(C)[SiH](C(C)C)C(C)C, CC(C)(C)OC(=O)CC(NC(=O)c1cc(O)c2cccc(O)c2n1)C(=O)NCCc1ccc(O)c(O)c1. Starting materials: CC1CNCC(C)N1, CC#N, N#Cc1cc([N+](=O)[O-])ccc1Cl, O. Product: CC1CN(c2ccc([N+](=O)[O-])cc2C#N)CC(C)N1. RXN SMILES: [CH3:13][CH:14]1[NH:15][CH:16]([CH3:20])[CH2:17][NH:18][CH2:19]1.[CH3:21][C:22]#[N:23].[Cl:1][c:2]1[c:3]([C:4]#[N:5])[cH:6][c:7]([N+:10](=[O:11])[O-:12])[cH:8][cH:9]1.[OH2:24]>>[c:2]1([N:18]2[CH2:17][CH:16]([CH3:20])[NH:15][CH:14]([CH3:13])[CH2:19]2)[c:3]([C:4]#[N:5])[cH:6][c:7]([N+:10](=[O:11])[O-:12])[cH:8][cH:9]1. Reactants: O(C1=CC=CC=C1)C=1C=C(C=CC1)C12OCC(CC1)(CC2)CCC=O (3-(1-(3-phenoxyphenyl)-2-oxabicyclo[2.2.2]octan-4-yl)propanal), CC(C)C[AlH]CC(C)C (DIBAL-H). Solvent: C(Cl)Cl (DCM), C(Cl)Cl (DCM). Run at temperature -78 celsius, time 2 hour. Yields the product O(C1=CC=CC=C1)C=1C=C(C=CC1)C12OCC(CC1)(CC2)CCCO (3-(1-(3-Phenoxyphenyl)-2-oxabicyclo[2.2.2]octan-4-yl)propan-1-ol). The yield is 99.3%. As a reaction SMILES: [O:1]([C:8]1[CH:9]=[C:10]([C:14]23[CH2:21][CH2:20][C:17]([CH2:22][CH2:23][CH:24]=[O:25])([CH2:18][CH2:19]2)[CH2:16][O:15]3)[CH:11]=[CH:12][CH:13]=1)[C:2]1[CH:7]=[CH:6][CH:5]=[CH:4][CH:3]=1.CC(C[AlH]CC(C)C)C>C(Cl)Cl>[O:1]([C:8]1[CH:9]=[C:10]([C:14]23[CH2:21][CH2:20][C:17]([CH2:22][CH2:23][CH2:24][OH:25])([CH2:18][CH2:19]2)[CH2:16][O:15]3)[CH:11]=[CH:12][CH:13]=1)[C:2]1[CH:7]=[CH:6][CH:5]=[CH:4][CH:3]=1. Procedure: To a solution of 3-(1-(3-phenoxyphenyl)-2-oxabicyclo[2.2.2]octan-4-yl)propanal (40 mg, 0.119 mmol) in DCM (1 mL) at −78° C. under N2 was added 1M DIBAL-H in DCM (0.178 ml, 0.178 mmol). The reaction mixture was stirred at −78° C. for 2 h and then added CELITE® (250 mg). The reaction was quenched with sat′d aqueous NH4Cl (0.5 mL) at −78° C. and then stirred at rt for 30 min. MgSO4 (200 mg) was added and the mixture was stirred at rt for 1 h. The mixture was filtered. The solid was washed with DCM....